This data is from the Open Reaction Database (ORD), a public repository of structured organic reaction records. The task is: describe an organic reaction: reactants, conditions, products, and yield The reactants are C(C)(=O)OC=1C=C2CCC(OC2=CC1C(CC(C)(C)C)(C)C)(C)COC1=CC=C(C=C1)CC(C(=O)OCC)Cl (ethyl 3-{4-[6-acetoxy-2-methyl-7-(1,1,3,3-tetramethylbutyl)chroman-2-ylmethoxy]phenyl}-2-chloropropionate), Cl (hydrochloric acid), NC(=S)N (thiourea), S1(=O)(=O)CCCC1 (sulfolane). Run in COCCO (ethylene glycol monomethyl ether). Product: OC=1C=C2CCC(OC2=CC1C(CC(C)(C)C)(C)C)(C)COC1=CC=C(CC2C(NC(S2)=O)=O)C=C1 (5-{4-[6Hydroxy-2-methyl-7-(1,1,3,3-tetramethylbutyl)-chroman-2-ylmethoxy]benzyl}thiazolidine-2,4-dione). As a reaction SMILES: C([O:4][C:5]1[CH:6]=[C:7]2[C:12](=[CH:13][C:14]=1[C:15]([CH3:22])([CH3:21])[CH2:16][C:17]([CH3:20])([CH3:19])[CH3:18])[O:11][C:10]([CH2:24][O:25][C:26]1[CH:31]=[CH:30][C:29]([CH2:32][CH:33](Cl)[C:34](OCC)=[O:35])=[CH:28][CH:27]=1)([CH3:23])[CH2:9][CH2:8]2)(=O)C.[NH2:40][C:41](N)=[S:42].S1(CCCC1)(=O)=[O:45].Cl>COCCO>[OH:4][C:5]1[CH:6]=[C:7]2[C:12](=[CH:13][C:14]=1[C:15]([CH3:22])([CH3:21])[CH2:16][C:17]([CH3:18])([CH3:19])[CH3:20])[O:11][C:10]([CH2:24][O:25][C:26]1[CH:31]=[CH:30][C:29]([CH2:32][CH:33]3[S:42][C:41](=[O:45])[NH:40][C:34]3=[O:35])=[CH:28][CH:27]=1)([CH3:23])[CH2:9][CH2:8]2. Procedure details: The procedure described in Example 3 was repeated, but using 7.0 g of ethyl 3-{4-[6-acetoxy-2-methyl-7-(1,1,3,3-tetramethylbutyl)chroman-2-ylmethoxy]phenyl}-2-chloropropionate (prepared as described in Preparation 23), 1.2 g of thiourea, 9 ml of sulfolane, 13 ml of 2N hydrochloric acid and 20 ml of ethylene glycol monomethyl ether, to give the title compound as a slightly yellow glassy solid, softening at 80°-85° C. Starting materials: CCCCCC1CCC(C2CCC(=O)CC2)CC1, Cc1ccccc1, CCOCC, [Cl-], FC(F)(F)c1ccc(CCBr)cc1, CCCCCC1CCC(C2CCC(O)(CCc3ccc(C(F)(F)F)cc3)CC2)CC1, [NH4+]. Product: CCCCCC1CCC(C2CC=C(CCc3ccc(C(F)(F)F)cc3)CC2)CC1. Reaction SMILES: [CH2:14]([CH:15]1[CH2:16][CH2:17][CH:18]([CH:19]2[CH2:20][CH2:21][C:22](=[O:23])[CH2:24][CH2:25]2)[CH2:26][CH2:27]1)[CH2:28][CH2:29][CH2:30][CH3:31].[CH3:64][c:65]1[cH:66][cH:67][cH:68][cH:69][cH:70]1.[CH3:71][CH2:72][O:73][CH2:74][CH3:75].[Cl-:32].[F:1][C:2]([F:3])([F:4])[c:5]1[cH:6][cH:7][c:8]([CH2:9][CH2:10][Br:11])[cH:12][cH:13]1.[F:34][C:35]([c:36]1[cH:37][cH:38][c:39]([CH2:42][CH2:43][C:44]2([OH:61])[CH2:45][CH2:46][CH:47]([CH:50]3[CH2:51][CH2:52][CH:53]([CH2:56][CH2:57][CH2:58][CH2:59][CH3:60])[CH2:54][CH2:55]3)[CH2:48][CH2:49]2)[cH:40][cH:41]1)([F:62])[F:63].[NH4+:33]>>[F:34][C:35]([c:36]1[cH:37][cH:38][c:39]([CH2:42][CH2:43][C:44]2=[CH:45][CH2:46][CH:47]([CH:50]3[CH2:51][CH2:52][CH:53]([CH2:56][CH2:57][CH2:58][CH2:59][CH3:60])[CH2:54][CH2:55]3)[CH2:48][CH2:49]2)[cH:40][cH:41]1)([F:62])[F:63]. The reactants are Cl.N[C@@H]1CC[C@H](CC1)NC(=O)C1=C(NC2=C1N=CN=C2C2=C(C=C(C(=C2)C)F)OCC2CC2)C (N-(trans-4-aminocyclohexyl)-4-[2-(cyclopropylmethoxy)-4-fluoro-5-methylphenyl]-6-methyl-5H-pyrrolo[3,2-d]pyrimidine-7-carboxamide hydrochloride), C(C)(=O)OCC(=O)Cl (2-chloro-2-oxoethyl acetate). Yields the product C1(CC1)COC1=C(C=C(C(=C1)F)C)C=1C2=C(N=CN1)C(=C(N2)C)C(=O)N[C@@H]2CC[C@H](CC2)NC(CO)=O (4-[2-(Cyclopropylmethoxy)-4-fluoro-5-methylphenyl]-N-{trans-4-[(hydroxyacetyl)amino]cyclohexyl}-6-methyl-5H-pyrrolo[3,2-d]pyrimidine-7-carboxamide). As a reaction SMILES: Cl.[NH2:2][C@H:3]1[CH2:8][CH2:7][C@H:6]([NH:9][C:10]([C:12]2[C:16]3[N:17]=[CH:18][N:19]=[C:20]([C:21]4[CH:26]=[C:25]([CH3:27])[C:24]([F:28])=[CH:23][C:22]=4[O:29][CH2:30][CH:31]4[CH2:33][CH2:32]4)[C:15]=3[NH:14][C:13]=2[CH3:34])=[O:11])[CH2:5][CH2:4]1.C([O:38][CH2:39][C:40](Cl)=[O:41])(=O)C>>[CH:31]1([CH2:30][O:29][C:22]2[CH:23]=[C:24]([F:28])[C:25]([CH3:27])=[CH:26][C:21]=2[C:20]2[C:15]3[NH:14][C:13]([CH3:34])=[C:12]([C:10]([NH:9][C@H:6]4[CH2:7][CH2:8][C@H:3]([NH:2][C:39](=[O:38])[CH2:40][OH:41])[CH2:4][CH2:5]4)=[O:11])[C:16]=3[N:17]=[CH:18][N:19]=2)[CH2:32][CH2:33]1 |f:0.1|. Procedure: Starting from N-(trans-4-aminocyclohexyl)-4-[2-(cyclopropylmethoxy)-4-fluoro-5-methylphenyl]-6-methyl-5H-pyrrolo[3,2-d]pyrimidine-7-carboxamide hydrochloride (example D.f41) and commercially available 2-chloro-2-oxoethyl acetate the title compound is obtained as colorless solid. Reactants: COC(C(CC1=CC(=CC=C1)OCCCBr)OC)=O (3-[3-(3-bromo-propoxy)-phenyl]-2-methoxy-propionic acid methyl ester), COC(C1=CC(=CC=C1)O)=O (3-hydroxybenzoic acid methyl ester), CO[C@H](C(=O)O)CC1=CC=C(C=C1)OCCCOC1=CC=CC=C1 ((2S)-2-methoxy-3-[4-(3-phenoxy-propoxy)-phenyl]-propionic acid). The product is C(=O)(O)C(CC=1C=C(OCCCOC=2C=C(C(=O)O)C=CC2)C=CC1)OC (3-{3-[3-(2-carboxy-2-methoxy-ethyl)-phenoxy]-propoxy}-benzoic acid). RXN SMILES: C[O:2][C:3](=[O:19])[CH:4]([O:17][CH3:18])[CH2:5][C:6]1[CH:11]=[CH:10][CH:9]=[C:8]([O:12][CH2:13][CH2:14][CH2:15]Br)[CH:7]=1.C[O:21][C:22](=[O:30])[C:23]1[CH:28]=[CH:27][CH:26]=[C:25]([OH:29])[CH:24]=1.CO[C@@H](CC1C=CC(OCCCOC2C=CC=CC=2)=CC=1)C(O)=O>>[C:3]([CH:4]([O:17][CH3:18])[CH2:5][C:6]1[CH:7]=[C:8]([CH:9]=[CH:10][CH:11]=1)[O:12][CH2:13][CH2:14][CH2:15][O:29][C:25]1[CH:24]=[C:23]([CH:28]=[CH:27][CH:26]=1)[C:22]([OH:30])=[O:21])([OH:2])=[O:19]. Procedure: The title compound was prepared from 3-[3-(3-bromo-propoxy)-phenyl]-2-methoxy-propionic acid methyl ester (Example 323, Step 1) and 3-hydroxybenzoic acid methyl ester via the same procedure used for the preparation of (2S)-2-methoxy-3-[4-(3-phenoxy-propoxy)-phenyl]-propionic acid (Example 285, Step 1). The enatiomers were separated by chiral HPLC. MS (ES) for C20H22O7 [M+Na]+: 397.4. Starting materials: ClC1=C(NC(CC(=O)C)=O)C=CC=C1 (o-chloroacetoacetanilide), ClC1=C(N)C=CC=C1 (o-chloroaniline), C1(=CC=CC=C1)C (toluene), O (water). The reagents and catalysts are Cl (hydrochloric acid). Yields the product ClC1=C(C=CC=C1)NC(=O)C1=C(OC(=CC1=O)C)C (N-(2-chlorophenyl)-2,6-dimethyl-4-oxo-4H-pyran-3-carboxamide). Reaction SMILES: [Cl:1][C:2]1[CH:14]=[CH:13][CH:12]=[CH:11][C:3]=1[NH:4][C:5](=[O:10])[CH2:6][C:7]([CH3:9])=[O:8].Cl[C:16]1[CH:22]=CC=[CH:19][C:17]=1N.C1(C)C=CC=CC=1.[OH2:30]>Cl>[Cl:1][C:2]1[CH:14]=[CH:13][CH:12]=[CH:11][C:3]=1[NH:4][C:5]([C:6]1[C:19](=[O:30])[CH:17]=[C:16]([CH3:22])[O:8][C:7]=1[CH3:9])=[O:10]. Reported procedure: A mixture of 4.23 g (20 m mol) of o-chloroacetoacetanilide, 2.55 g (20 m mol) of o-chloroaniline and 20 ml of toluene, after adding one drop of hydrochloric acid was refluxed for 2 hours while the resulted water was distilled off from the reaction system together with about 10 ml of toluene. After 9.30 g (80 m mol) of N,N,N',N'-tetramethylethylenediamine was added to the remaining solution, a solution of 9.94 g (70 m mol) of 2,2,6-trimethyl-4H-1,3-dioxin-4-one in 25 ml of toluene was dropwise ad... Starting materials: CS(C)=O, CCC(CCCCC1CCC2CC(=O)C12)OC. Product: CCC(CCCCC1CCC2CC3(CO3)C12)OC. Reaction SMILES: [CH3:18][S:19](=[O:20])[CH3:21].[CH3:1][O:2][CH:3]([CH2:4][CH2:5][CH2:6][CH2:7][CH:8]1[CH2:9][CH2:10][CH:11]2[CH2:12][C:13](=[O:15])[CH:14]12)[CH2:16][CH3:17]>>[CH3:1][O:2][CH:3]([CH2:4][CH2:5][CH2:6][CH2:7][CH:8]1[CH2:9][CH2:10][CH:11]2[CH2:12][C:13]3([CH:14]12)[O:15][CH2:18]3)[CH2:16][CH3:17]. Starting materials: BrC=1N=CN(C1)COCC[Si](C)(C)C (4-Bromo-1-{[2-(trimethylsilyl)ethoxy]methyl}-1H-imidazole), C1=C(C=CC2=CC=CC=C12)B(O)O (2-naphthylboronic acid), PdCl2((PPh)3)2. The solvent is C1=CC=CC=C1 (benzene), C(=O)([O-])[O-].[Na+].[Na+] (Na2CO3). Reaction conditions: temperature 60 celsius, time 72 hour. Yields the product C1=C(C=CC2=CC=CC=C12)C=1N=CN(C1)COCC[Si](C)(C)C (4-(2-Naphthyl)-1-{[2-(trimethylsilyl)ethoxy]methyl}-1H-imidazole). RXN SMILES: Br[C:2]1[N:3]=[CH:4][N:5]([CH2:7][O:8][CH2:9][CH2:10][Si:11]([CH3:14])([CH3:13])[CH3:12])[CH:6]=1.[CH:15]1[C:24]2[C:19](=[CH:20][CH:21]=[CH:22][CH:23]=2)[CH:18]=[CH:17][C:16]=1B(O)O>C1C=CC=CC=1.C([O-])([O-])=O.[Na+].[Na+]>[CH:23]1[C:24]2[C:19](=[CH:18][CH:17]=[CH:16][CH:15]=2)[CH:20]=[CH:21][C:22]=1[C:2]1[N:3]=[CH:4][N:5]([CH2:7][O:8][CH2:9][CH2:10][Si:11]([CH3:14])([CH3:13])[CH3:12])[CH:6]=1 |f:3.4.5|. Reported procedure: To a solution of E1 (1.0 eq.) in benzene (0.1 M solution), 2-naphthylboronic acid (1.5 eq.) and sat. aq. Na2CO3 solution under argon was added PdCl2((PPh)3)2. The mixture was stirred for 72 hr at 60° C., then cooled and then extracted with EtOAc. The organic layer was washed with brine, dried (Na2SO4) and concentrated under reduced pressure. The crude was purified by column chromatography on silica gel eluting with 20-50% EtOAc/petroleum ether to obtain E2 as yellow solid. 1H NMR (300 MHz, CDCl3... Reactants: CCO, CS, O=[N+]([O-])c1ccc(Cl)c(C(F)(F)F)c1, [Na]. Yields the product CSc1ccc([N+](=O)[O-])cc1C(F)(F)F. As a reaction SMILES: [CH3:18][CH2:19][OH:20].[CH3:1][SH:2].[F:4][C:5]([c:6]1[cH:7][c:8]([N+:13](=[O:14])[O-:15])[cH:9][cH:10][c:11]1[Cl:12])([F:16])[F:17].[Na:3]>>[CH3:1][S:2][c:11]1[c:6]([C:5]([F:4])([F:16])[F:17])[cH:7][c:8]([N+:13](=[O:14])[O-:15])[cH:9][cH:10]1.